This data is from the Open Reaction Database (ORD), a public repository of structured organic reaction records. The task is: describe an organic reaction: reactants, conditions, products, and yield Starting materials: CCOC(=O)CBr, COc1ccc(-c2cc(=Nc3c(C)cc(C)cc3C)n(C)c(=O)[nH]2)cc1OC, CCCC[O-], CN(C)C=O, [K]. Product: CCOC(=O)Cn1c(-c2ccc(OC)c(OC)c2)cc(=Nc2c(C)cc(C)cc2C)n(C)c1=O. As a reaction SMILES: [Br:35][CH2:36][C:37](=[O:38])[O:39][CH2:40][CH3:41].[CH3:1][O:2][c:3]1[cH:4][c:5](-[c:11]2[cH:12][c:13](=[N:19][c:20]3[c:21]([CH3:28])[cH:22][c:23]([CH3:27])[cH:24][c:25]3[CH3:26])[n:14]([CH3:18])[c:15](=[O:17])[nH:16]2)[cH:6][cH:7][c:8]1[O:9][CH3:10].[CH3:30][CH2:31][CH2:32][CH2:33][O-:34].[CH3:42][N:43]([CH3:44])[CH:45]=[O:46].[K:29]>>[CH3:1][O:2][c:3]1[cH:4][c:5](-[c:11]2[cH:12][c:13](=[N:19][c:20]3[c:21]([CH3:28])[cH:22][c:23]([CH3:27])[cH:24][c:25]3[CH3:26])[n:14]([CH3:18])[c:15](=[O:17])[n:16]2[CH2:36][C:37](=[O:38])[O:39][CH2:40][CH3:41])[cH:6][cH:7][c:8]1[O:9][CH3:10]. Starting materials: C1COCCO1, C1CCOC1, CC1(C)OB(c2ccc(NC(=O)NC3CC3)cc2)OC1(C)C, CC(F)(F)CN1C(=O)C2(C)COCCN2c2nc(Cl)ncc21, [Na+], O=C([O-])O. Yields the product CC(F)(F)CN1C(=O)C2(C)COCCN2c2nc(-c3ccc(NC(=O)NC4CC4)cc3)ncc21. As a reaction SMILES: [CH2:50]1[O:51][CH2:52][CH2:53][O:54][CH2:55]1.[CH2:56]1[O:57][CH2:58][CH2:59][CH2:60]1.[CH:23]1([NH:26][C:27](=[O:28])[NH:29][c:30]2[cH:31][cH:32][c:33]([B:36]3[O:37][C:38]([CH3:39])([CH3:40])[C:41]([CH3:42])([CH3:43])[O:44]3)[cH:34][cH:35]2)[CH2:24][CH2:25]1.[Cl:1][c:2]1[n:3][c:4]2[c:9]([cH:10][n:11]1)[N:8]([CH2:12][C:13]([CH3:14])([F:15])[F:16])[C:7](=[O:17])[C:6]1([CH3:22])[N:5]2[CH2:21][CH2:20][O:19][CH2:18]1.[Na+:49].[O-:45][C:46]([OH:47])=[O:48]>>[c:2]1(-[c:33]2[cH:32][cH:31][c:30]([NH:29][C:27]([NH:26][CH:23]3[CH2:24][CH2:25]3)=[O:28])[cH:35][cH:34]2)[n:3][c:4]2[c:9]([cH:10][n:11]1)[N:8]([CH2:12][C:13]([CH3:14])([F:15])[F:16])[C:7](=[O:17])[C:6]1([CH3:22])[N:5]2[CH2:21][CH2:20][O:19][CH2:18]1. As a reaction SMILES: [C:12](#[CH:13])[c:14]1[cH:15][cH:16][c:17]([C:18](=[O:19])[NH:20][CH:21]([CH2:22][CH2:23][C:24](=[O:25])[O:26][CH3:27])[C:28](=[O:29])[O:30][CH3:31])[cH:32][cH:33]1.[I:1][n:2]1[cH:3][n:4][c:5]2[n:11][cH:10][cH:9][c:6]-2[c:7]1[OH:8]>>[n:2]1([C:13]#[C:12][c:14]2[cH:15][cH:16][c:17]([C:18](=[O:19])[NH:20][CH:21]([CH2:22][CH2:23][C:24](=[O:25])[O:26][CH3:27])[C:28](=[O:29])[O:30][CH3:31])[cH:32][cH:33]2)[cH:3][n:4][c:5]2[n:11][cH:10][cH:9][c:6]-2[c:7]1[OH:8]. The reactants are C#Cc1ccc(C(=O)NC(CCC(=O)OC)C(=O)OC)cc1, Oc1c2ccnc-2ncn1I. The product is COC(=O)CCC(NC(=O)c1ccc(C#Cn2cnc3nccc-3c2O)cc1)C(=O)OC. Starting materials: CC=1C=C(C=O)C=C(C1)C (3,5-dimethyl-benzaldehyde), C(C)(=O)OCC (ethyl acetate), aldehyde, C(C)(=O)[O-].[Na+] (sodium acetate), Cl.NO (Hydroxylamine-HCl), oxime. Run in CO (methanol), O (water), CCOCC (Ether), CCCCCC (hexane). Reaction conditions: time 2 hour. Yields the product CC=1C=C(C=NO)C=C(C1)C (3,5-Dimethyl-benzaldehyde oxime). Reaction SMILES: [CH3:1][C:2]1[CH:3]=[C:4]([CH:7]=[C:8]([CH3:10])[CH:9]=1)[CH:5]=O.C([O-])(=O)C.[Na+].Cl.[NH2:17][OH:18].C(OCC)(=O)C>CO.CCCCCC.O.CCOCC>[CH3:1][C:2]1[CH:3]=[C:4]([CH:7]=[C:8]([CH3:10])[CH:9]=1)[CH:5]=[N:17][OH:18] |f:1.2,3.4|. Procedure details: A 2 L round bottom flask was set up with a mechanical stirrer, thermometer, N2 inlet and reflux condensor. A solution of 3,5-dimethyl-benzaldehyde (70 g. 522 mmol) in 300 mL of methanol was added, followed by the addition of sodium acetate (44 g, 536 mmol). Hydroxylamine-HCl (37 g, 532 mmol) was added portion-wise over 5 minutes, during which time the maximum temperature reached without cooling was 27° C. The mixture was stirred for an additional 2 hours at room temperature. TLC (10% ethyl aceta... Starting materials: C(C)(C)(C)OC(N[C@@H](C(C)(C)C)C(N(C)OC)=O)=O ([1(S)-(Methoxy-methyl-carbamoyl)-2,2-dimethylpropyl]-carbamic acid-tert-butyl ester), [Li]C (MeLi). The solvent is C1CCOC1 (THF). Run at temperature -70 celsius, time 30 minute. Yields the product C(C)(C)(C)OC(N[C@@H](C(C)(C)C)C(C)=O)=O ((1(S)-Acetyl-2,2-dimethylpropyl)carbamic Acid-tert-butyl Ester). Yield: 80.9%. As a reaction SMILES: [C:1]([O:5][C:6](=[O:19])[NH:7][C@H:8]([C:13](=[O:18])N(OC)C)[C:9]([CH3:12])([CH3:11])[CH3:10])([CH3:4])([CH3:3])[CH3:2].[Li][CH3:21]>C1COCC1>[C:1]([O:5][C:6](=[O:19])[NH:7][C@H:8]([C:13](=[O:18])[CH3:21])[C:9]([CH3:10])([CH3:11])[CH3:12])([CH3:2])([CH3:3])[CH3:4]. Reported procedure: [1(S)-(Methoxy-methyl-carbamoyl)-2,2-dimethylpropyl]-carbamic acid-tert-butyl ester (2.0 g, 7.3 mmol) was dissolved in, freshly distilled THF under an argon atmosphere. The solution was cooled to −78° C. whereupon MeLi (15.6 mL, 1.4 M in diethyl ether, 21.9 mmol, 3 eqv) was added dropwise maintaining an internal temperature <−70° C. The reaction was stirred at −70° C. for 30 minutes before warming to −30° C. for a further 30 minutes. After this time TLC analysis indicated the complete consumptio... Starting materials: N1C=CC2=CC(=CC=C12)C(=O)O (Indole-5-carboxylic acid), C(C)(C)NC(OC(C)(C)C)=NC(C)C (tert-butyl N,N′-diisopropylcarbamimidate). Solvent: C1CCOC1 (THF). Conditions: time 25 hour. Yields the product N1C=CC2=CC(=CC=C12)C(=O)OC(C)(C)C (tert-butyl 1H-indole-5-carboxylate). Isolated yield 59.3%. As a reaction SMILES: [NH:1]1[C:9]2[C:4](=[CH:5][C:6]([C:10]([OH:12])=[O:11])=[CH:7][CH:8]=2)[CH:3]=[CH:2]1.C(NC(=NC(C)C)O[C:19]([CH3:22])([CH3:21])[CH3:20])(C)C>C1COCC1>[NH:1]1[C:9]2[C:4](=[CH:5][C:6]([C:10]([O:12][C:19]([CH3:22])([CH3:21])[CH3:20])=[O:11])=[CH:7][CH:8]=2)[CH:3]=[CH:2]1. Reported procedure: Indole-5-carboxylic acid (1.00 g, 6.21 mmol) and tert-butyl N,N′-diisopropylcarbamimidate 2.29 g) were combined in 15 mL of THF and the reaction mixture was stirred for 25 hours. The reaction mixture was concentrated and the residue was purified on a silica gel column eluting with a gradient of 5% ethyl acetate/hexane to 100% ethyl acetate to provide tert-butyl 1H-indole-5-carboxylate (0.800 g, 3.68 mmol, 59%.) The reactants are Intermediate 7, CCN(C(C)C)C(C)C (DIEA), ClC1=CC(=NC=N1)C(=O)Cl (6-chloropyrimidine-4-carbonyl chloride), NC=1C=C2C=NNC2=CC1 (5-aminoindazole). The solvent is C(Cl)Cl (DCM), CN(C)C=O (DMF). Product: ClC1=CC(=NC=N1)C(=O)NC=1C=C2C=NNC2=CC1 (6-chloro-N-1H-indazol-5-ylpyrimidine-4-carboxamide). Reaction SMILES: [Cl:1][C:2]1[N:7]=[CH:6][N:5]=[C:4]([C:8](Cl)=[O:9])[CH:3]=1.[NH2:11][C:12]1[CH:13]=[C:14]2[C:18](=[CH:19][CH:20]=1)[NH:17][N:16]=[CH:15]2.CCN(C(C)C)C(C)C>C(Cl)Cl.CN(C=O)C>[Cl:1][C:2]1[N:7]=[CH:6][N:5]=[C:4]([C:8]([NH:11][C:12]2[CH:13]=[C:14]3[C:18](=[CH:19][CH:20]=2)[NH:17][N:16]=[CH:15]3)=[O:9])[CH:3]=1. Procedure: To a cooled (0° C.) solution of 6-chloropyrimidine-4-carbonyl chloride in DCM (60 mL), obtained as described above for Intermediate 7, step 1 (798 mg; 4.51 mmol) was added dropwise, during a period of 30 minutes, a solution of 5-aminoindazole (Aldrich, 500 mg; 3.76 mmol) and DIEA (1.29 ml; 7.51 mmol) in dry DMF (5 mL). At the end of addition the reaction mixture was concentrated in vacuo, diluted with water and extracted with EtOAc. A white precipitate separated from the organic phase. It was fi... As a reaction SMILES: [C:25]([CH3:26])(=[O:27])[O:28][CH2:29][C:30](=[O:31])[CH2:32][Cl:33].[CH3:34][N:35]([CH3:36])[CH:37]=[O:38].[F:2][c:3]1[c:4]([NH:5][C:6]([SH:7])=[C:8]([C:9](=[O:10])[O:11][CH2:12][CH3:13])[C:14](=[O:15])[O:16][CH2:17][CH3:18])[cH:19][cH:20][c:21]([F:24])[c:22]1[F:23].[Na:1]>>[F:2][c:3]1[c:4]([NH:5][C:6]([S:7][CH2:32][C:30]([CH2:29][O:28][C:25]([CH3:26])=[O:27])=[O:31])=[C:8]([C:9](=[O:10])[O:11][CH2:12][CH3:13])[C:14](=[O:15])[O:16][CH2:17][CH3:18])[cH:19][cH:20][c:21]([F:24])[c:22]1[F:23]. Starting materials: CC(=O)OCC(=O)CCl, CN(C)C=O, CCOC(=O)C(C(=O)OCC)=C(S)Nc1ccc(F)c(F)c1F, [Na]. Yields the product CCOC(=O)C(C(=O)OCC)=C(Nc1ccc(F)c(F)c1F)SCC(=O)COC(C)=O. Reactants: BrC=1N=C2C(=NC1)N(C=C2C=O)COCC[Si](C)(C)C (2-bromo-5-((2-(trimethylsilyl)ethoxy)methyl)-5H-pyrrolo[2,3-b]pyrazine-7-carbaldehyde), C(C)N1N=CC(=C1)B1OC(C(O1)(C)C)(C)C (1-ethyl-4-(4,4,5,5-tetramethyl-1,3,2-dioxaborolan-2-yl)-1H-pyrazole), C(=O)([O-])[O-].[K+].[K+] (K2CO3). The reagents and catalysts are C=1C=CC(=CC1)[P](C=2C=CC=CC2)(C=3C=CC=CC3)[Pd]([P](C=4C=CC=CC4)(C=5C=CC=CC5)C=6C=CC=CC6)([P](C=7C=CC=CC7)(C=8C=CC=CC8)C=9C=CC=CC9)[P](C=1C=CC=CC1)(C=1C=CC=CC1)C=1C=CC=CC1 (Pd(Ph3P)4). Solvent: O (H2O), 1,2-DME. Run at temperature 100 celsius. Yields the product N1=C2C(=NC=C1)NC=C2C=O (5H-pyrrolo[2,3-b]pyrazine-7-carbaldehyde). As a reaction SMILES: Br[C:2]1[N:3]=[C:4]2[C:10]([CH:11]=[O:12])=[CH:9][N:8](COCC[Si](C)(C)C)[C:5]2=[N:6][CH:7]=1.C(N1C=C(B2OC(C)(C)C(C)(C)O2)C=N1)C.C([O-])([O-])=O.[K+].[K+]>O.C1C=CC([P]([Pd]([P](C2C=CC=CC=2)(C2C=CC=CC=2)C2C=CC=CC=2)([P](C2C=CC=CC=2)(C2C=CC=CC=2)C2C=CC=CC=2)[P](C2C=CC=CC=2)(C2C=CC=CC=2)C2C=CC=CC=2)(C2C=CC=CC=2)C2C=CC=CC=2)=CC=1>[N:3]1[CH:2]=[CH:7][N:6]=[C:5]2[NH:8][CH:9]=[C:10]([CH:11]=[O:12])[C:4]=12 |f:2.3.4,^1:47,49,68,87|. Procedure details: To a solution of 2-bromo-5-((2-(trimethylsilyl)ethoxy)methyl)-5H-pyrrolo[2,3-b]pyrazine-7-carbaldehyde (1.33 g, 3.73 mmol) and 1-ethyl-4-(4,4,5,5-tetramethyl-1,3,2-dioxaborolan-2-yl)-1H-pyrazole (995 mg, 4.48 mmol) in 1,2-DME (20 mL) were added Pd(Ph3P)4 (0.22 g, 0.19 mmol) and 2.0 M aqueous K2CO3 (5.6 ml, 11.2 mmol). The reaction mixture was degassed by bubbling N2 for 15 min then heated at 100° C. overnight. The resultant maroon reaction mixture was cooled and diluted with H2O then extracted w...